Dataset: the Open Reaction Database (ORD), a public repository of structured organic reaction records. Task: describe an organic reaction: reactants, conditions, products, and yield The reactants are CCN(C(C)C)C(C)C (DIEA), CN(C)C(=[N+](C)C)ON1C2=C(C=CC=C2)N=N1.[B-](F)(F)(F)F (TBTU), C(C)(C)(C)OC(=O)N1CC=2N(CC1)C(=NC2C(=O)O)C2=CC=CC=C2 (7-(tert-butoxycarbonyl)-3-phenyl-5,6,7,8-tetrahydroimidazo[1,5-a]pyrazine-1-carboxylic acid), C(C)(C)(C)OC(=O)N1CC=2N(CC1)C(=NC2C(=O)O)C2=CC=CC=C2 (7-(tert-butoxycarbonyl)-3-phenyl-5,6,7,8-tetrahydroimidazo[1,5-a]pyrazine-1-carboxylic acid), N[C@H](C(=O)OC)C(C)(C)C ((S)-methyl 2-amino-3,3-dimethylbutanoate). Run in O (water), CN(C)C=O (DMF). Run at time 20 minute. The product is COC([C@H](C(C)(C)C)NC(=O)C=1N=C(N2C1CN(CC2)C(=O)OC(C)(C)C)C2=CC=CC=C2)=O ((S)-tert-butyl 1-(1-methoxy-3,3-dimethyl-1-oxobutan-2-ylcarbamoyl)-3-phenyl-5,6-dihydroimidazo[1,5-a]pyrazine-7(8H)-carboxylate). The yield is 99.7%. Reaction SMILES: [C:1]([O:5][C:6]([N:8]1[CH2:13][CH2:12][N:11]2[C:14]([C:20]3[CH:25]=[CH:24][CH:23]=[CH:22][CH:21]=3)=[N:15][C:16]([C:17]([OH:19])=O)=[C:10]2[CH2:9]1)=[O:7])([CH3:4])([CH3:3])[CH3:2].[NH2:26][C@@H:27]([C:32]([CH3:35])([CH3:34])[CH3:33])[C:28]([O:30][CH3:31])=[O:29].CCN(C(C)C)C(C)C.CN(C(ON1N=NC2C=CC=CC1=2)=[N+](C)C)C.[B-](F)(F)(F)F>CN(C=O)C.O>[CH3:31][O:30][C:28](=[O:29])[C@@H:27]([NH:26][C:17]([C:16]1[N:15]=[C:14]([C:20]2[CH:25]=[CH:24][CH:23]=[CH:22][CH:21]=2)[N:11]2[CH2:12][CH2:13][N:8]([C:6]([O:5][C:1]([CH3:4])([CH3:3])[CH3:2])=[O:7])[CH2:9][C:10]=12)=[O:19])[C:32]([CH3:35])([CH3:34])[CH3:33] |f:3.4|. Procedure: To a solution of 7-(tert-butoxycarbonyl)-3-phenyl-5,6,7,8-tetrahydroimidazo[1,5-a]pyrazine-1-carboxylic acid (Intermediate 3B) (2.0 g, 5.82 mmol) in DMF was added (S)-methyl 2-amino-3,3-dimethylbutanoate (1.18 g, 8.15 mmol), followed by DIEA (2.26 g, 17.47 mmol). The resulting mixture was stirred for 20 min and TBTU (2.43 g, 7.57 mmol) was added and the mixture was stirred overnight. The reaction mixture was diluted with water and extracted with EtOAc, washed with water, brine, dried over anhydr... The reactants are C(C1=CC=CC=C1)OC1=CC=C(C=C1)C(CCCCl)=O (1-(4-Benzyloxy-phenyl)-4-chloro-butan-1-one), BrCC(=O)OC (methyl bromoacetate), II (iodine). The reagents and catalysts are [Zn] (zinc). The solvent is C1CCOC1 (THF), C(C)(=O)OCC (ethyl acetate). Product: COC(CC1(OCCC1)C1=CC=C(C=C1)OCC1=CC=CC=C1)=O ([2-(4-benzyloxy-phenyl)-tetrahydro-furan-2-yl]-acetic acid methyl ester). Yield: 88.4%. RXN SMILES: [CH2:1]([O:8][C:9]1[CH:14]=[CH:13][C:12]([C:15](=[O:20])[CH2:16][CH2:17][CH2:18]Cl)=[CH:11][CH:10]=1)[C:2]1[CH:7]=[CH:6][CH:5]=[CH:4][CH:3]=1.Br[CH2:22][C:23]([O:25][CH3:26])=[O:24].II>C1COCC1.C(OCC)(=O)C.[Zn]>[CH3:26][O:25][C:23](=[O:24])[CH2:22][C:15]1([C:12]2[CH:13]=[CH:14][C:9]([O:8][CH2:1][C:2]3[CH:7]=[CH:6][CH:5]=[CH:4][CH:3]=3)=[CH:10][CH:11]=2)[CH2:16][CH2:17][CH2:18][O:20]1. Procedure: 1-(4-Benzyloxy-phenyl)-4-chloro-butan-1-one (0.3 g, 1.04 mmol) was combined with methyl bromoacetate (0.24 g, 1.56 mmol) and zinc metal (0.05 g, 2.08 mmol) in THF (15 mL), a catalytic amount of iodine was added, and the reaction was heated to reflux for 18 h. The reaction was taken up in ethyl acetate, washed with water and brine, dried over magnesium sulfate, and concentrated to give [2-(4-benzyloxy-phenyl)-tetrahydro-furan-2-yl]-acetic acid methyl ester (0.3 g, 92%) as an oil. MS found: (M+H)+... Reactants: Cl.ClC=1C(=NC=C(C1)C(F)(F)F)CN ((3-chloro-5-trifluoromethyl-2-pyridyl)methylamine hydrochloride), C(C1=CC=CC=C1)N=C=S (benzylisothiocyanate). The reagents and catalysts are C(C)N(CC)CC (triethylamine). Run in O1CCCC1 (tetrahydrofuran). Reaction conditions: time 12 hour. Product: C(C1=CC=CC=C1)NC(=S)NCC1=NC=C(C=C1Cl)C(F)(F)F (N-Benzyl-N′-(3-chloro-5-trifluoromethyl-2-pyridyl)methylthiourea). Reaction SMILES: Cl.[Cl:2][C:3]1[C:4]([CH2:13][NH2:14])=[N:5][CH:6]=[C:7]([C:9]([F:12])([F:11])[F:10])[CH:8]=1.[CH2:15]([N:22]=[C:23]=[S:24])[C:16]1[CH:21]=[CH:20][CH:19]=[CH:18][CH:17]=1>O1CCCC1.C(N(CC)CC)C>[CH2:15]([NH:22][C:23]([NH:14][CH2:13][C:4]1[C:3]([Cl:2])=[CH:8][C:7]([C:9]([F:12])([F:10])[F:11])=[CH:6][N:5]=1)=[S:24])[C:16]1[CH:21]=[CH:20][CH:19]=[CH:18][CH:17]=1 |f:0.1|. Reported procedure: To a mixture of (3-chloro-5-trifluoromethyl-2-pyridyl)methylamine hydrochloride (0.12 g) and benzylisothiocyanate (0.11 g) in dry tetrahydrofuran (10 ml) was added triethylamine (10 drops) and the mixture stirred at room temperature for 12 hours. The solvent was evaporated and ethyl acetate added. The mixture was washed with 2M hydrochloric acid and then with saturated sodium bicarbonate solution. The organic layer was separated and the solvent removed to give the title product. 1H N.M.R. δ(ppm)... The reactants are CN1CCN(CCCNc2ncc(Cl)c(-c3cc4ccc(Br)cc4s3)n2)CC1, O=C([O-])[O-], CC#N, [Cs+], [Cs+], O=C(C=Cc1ccccc1)C=Cc1ccccc1, O=C(C=Cc1ccccc1)C=Cc1ccccc1, O=C(C=Cc1ccccc1)C=Cc1ccccc1, [Pd], [Pd], Nc1ccccn1. Yields the product CN1CCN(CCCNc2ncc(Cl)c(-c3cc4ccc(Nc5ccccn5)cc4s3)n2)CC1. Reaction SMILES: [Br:1][c:2]1[cH:3][cH:4][c:5]2[c:6]([s:7][c:8](-[c:10]3[n:11][c:12]([NH:17][CH2:18][CH2:19][CH2:20][N:21]4[CH2:22][CH2:23][N:24]([CH3:27])[CH2:25][CH2:26]4)[n:13][cH:14][c:15]3[Cl:16])[cH:9]2)[cH:28]1.[C:36](=[O:37])([O-:38])[O-:39].[CH3:98][C:99]#[N:100].[Cs+:40].[Cs+:41].[O:44]=[C:45]([CH:46]=[CH:47][c:48]1[cH:49][cH:50][cH:51][cH:52][cH:53]1)[CH:54]=[CH:55][c:56]1[cH:57][cH:58][cH:59][cH:60][cH:61]1.[O:62]=[C:63]([CH:64]=[CH:65][c:66]1[cH:67][cH:68][cH:69][cH:70][cH:71]1)[CH:72]=[CH:73][c:74]1[cH:75][cH:76][cH:77][cH:78][cH:79]1.[O:80]=[C:81]([CH:82]=[CH:83][c:84]1[cH:85][cH:86][cH:87][cH:88][cH:89]1)[CH:90]=[CH:91][c:92]1[cH:93][cH:94][cH:95][cH:96][cH:97]1.[Pd:42].[Pd:43].[n:29]1[c:30]([NH2:35])[cH:31][cH:32][cH:33][cH:34]1>>[c:2]1([NH:35][c:30]2[n:29][cH:34][cH:33][cH:32][cH:31]2)[cH:3][cH:4][c:5]2[c:6]([s:7][c:8](-[c:10]3[n:11][c:12]([NH:17][CH2:18][CH2:19][CH2:20][N:21]4[CH2:22][CH2:23][N:24]([CH3:27])[CH2:25][CH2:26]4)[n:13][cH:14][c:15]3[Cl:16])[cH:9]2)[cH:28]1. As a reaction SMILES: [NH2:1][C:2]1[CH:7]=[CH:6][C:5]([C:8]2([CH3:16])[CH2:12][CH2:11][N:10]([CH2:13][CH3:14])[C:9]2=[O:15])=[CH:4][CH:3]=1.[N:17]([O-])=O.[Na+].C(Cl)Cl>Cl.O>[CH2:13]([N:10]1[CH2:11][CH2:12][C:8]([C:5]2[CH:6]=[CH:7][C:2]([NH:1][NH2:17])=[CH:3][CH:4]=2)([CH3:16])[C:9]1=[O:15])[CH3:14] |f:1.2|. The reactants are stannous chloride dihydrate, NC1=CC=C(C=C1)C1(C(N(CC1)CC)=O)C ((±)-3-(4-aminophenyl)-1-ethyl-3-methylpyrrolidin-2-one), N(=O)[O-].[Na+] (sodium nitrite), C(Cl)Cl (CH2Cl2). Yields the product C(C)N1C(C(CC1)(C)C1=CC=C(C=C1)NN)=O ((±)-1-ethyl-3-(4-hydrazinophenyl)-3-methylpyrrolidin-2-one). Conditions: time 45 minute. The solvent is Cl (hydrochloric acid), Cl (hydrochloric acid), O (water). Procedure details: A solution of 676 mg (3.1 mmol) of (±)-3-(4-aminophenyl)-1-ethyl-3-methylpyrrolidin-2-one (from Step 3) in 3.1 mL of concentrated hydrochloric acid was then stirred at about −5° C. in an ice-acetone bath as a solution of 222 mg (3.2 mmol) of sodium nitrite in 1.25 mL of water was added dropwise over about 15 minutes. Stirring was continued at −10° to −5° C. for 45 minutes. The mixture was kept cold and added gradually to a solution of 3.50 g (15.5 mmol) of stannous chloride dihydrate in 2.5 mL o... Starting materials: CC(=O)Cl, ClCCl, OC(c1ccccc1)(c1ccc(F)cc1)c1ccccc1F. The product is Fc1ccc(C(Cl)(c2ccccc2)c2ccccc2F)cc1. Reaction SMILES: [CH3:23][C:24]([Cl:25])=[O:26].[Cl:27][CH2:28][Cl:29].[F:1][c:2]1[c:3]([C:8]([OH:9])([c:10]2[cH:11][cH:12][cH:13][cH:14][cH:15]2)[c:16]2[cH:17][cH:18][c:19]([F:22])[cH:20][cH:21]2)[cH:4][cH:5][cH:6][cH:7]1>>[F:1][c:2]1[c:3]([C:8]([c:10]2[cH:11][cH:12][cH:13][cH:14][cH:15]2)([c:16]2[cH:17][cH:18][c:19]([F:22])[cH:20][cH:21]2)[Cl:25])[cH:4][cH:5][cH:6][cH:7]1. Reactants: ClCCl, COc1cccc(OC)c1C(=O)N=C=O, Nc1c(F)cccc1F. Product: COc1cccc(OC)c1C(=O)NC(=O)Nc1c(F)cccc1F. As a reaction SMILES: [CH2:25]([Cl:26])[Cl:27].[CH3:10][O:11][c:12]1[c:13]([C:14](=[O:15])[N:16]=[C:17]=[O:18])[c:19]([O:23][CH3:24])[cH:20][cH:21][cH:22]1.[F:1][c:2]1[c:3]([NH2:4])[c:5]([F:9])[cH:6][cH:7][cH:8]1>>[F:1][c:2]1[c:3]([NH:4][C:17]([NH:16][C:14]([c:13]2[c:12]([O:11][CH3:10])[cH:22][cH:21][cH:20][c:19]2[O:23][CH3:24])=[O:15])=[O:18])[c:5]([F:9])[cH:6][cH:7][cH:8]1. The reactants are C(C1=CC=CC=C1)N1N=C(C(=C1)C(=O)OCC)[N+](=O)[O-] (ethyl 1-benzyl-3-nitro-1H-pyrazole-4-carboxylate), [H-].[Al+3].[Li+].[H-].[H-].[H-] (lithium aluminum hydride). Run in O1CCCC1 (tetrahydrofuran). Run at temperature -40 celsius, time 20 minute. The product is C(C1=CC=CC=C1)N1N=C(C(=C1)CO)[N+](=O)[O-] ((1-benzyl-3-nitro-1H-pyrazol-4-yl)methanol). As a reaction SMILES: [CH2:1]([N:8]1[CH:12]=[C:11]([C:13](OCC)=[O:14])[C:10]([N+:18]([O-:20])=[O:19])=[N:9]1)[C:2]1[CH:7]=[CH:6][CH:5]=[CH:4][CH:3]=1.[H-].[Al+3].[Li+].[H-].[H-].[H-]>O1CCCC1>[CH2:1]([N:8]1[CH:12]=[C:11]([CH2:13][OH:14])[C:10]([N+:18]([O-:20])=[O:19])=[N:9]1)[C:2]1[CH:7]=[CH:6][CH:5]=[CH:4][CH:3]=1 |f:1.2.3.4.5.6|. Reported procedure: A solution of C2 (1.35 g, 4.90 mmol) in tetrahydrofuran (40 mL) was cooled to −40° C. and treated with lithium aluminum hydride (99%, 1 M, 10.3 mL, 10.3 mmol). The reaction was allowed to stir for 20 minutes at −40° C., then was quenched with saturated aqueous ammonium chloride solution. After addition of EtOAc and water, the layers were separated and the aqueous layer was extracted with EtOAc. The combined organic layers were dried over magnesium sulfate, filtered, and concentrated in vacuo to ...